This data is from the Open Reaction Database (ORD), a public repository of structured organic reaction records. The task is: describe an organic reaction: reactants, conditions, products, and yield The reactants are CC(C)(C)[Si](C)(C)OC1CCC(N2CCC(Cc3c(Cl)cc(OCc4ccccc4)cc3Cl)C2=O)CC1, CCCC[N+](CCCC)(CCCC)CCCC, C1CCOC1, [F-]. Yields the product O=C1C(Cc2c(Cl)cc(OCc3ccccc3)cc2Cl)CCN1C1CCC(O)CC1. RXN SMILES: [CH2:1]([c:2]1[cH:3][cH:4][cH:5][cH:6][cH:7]1)[O:8][c:9]1[cH:10][c:11]([Cl:37])[c:12]([CH2:13][CH:14]2[C:15](=[O:33])[N:16]([CH:19]3[CH2:20][CH2:21][CH:22]([O:25][Si:26]([C:27]([CH3:28])([CH3:29])[CH3:30])([CH3:31])[CH3:32])[CH2:23][CH2:24]3)[CH2:17][CH2:18]2)[c:34]([Cl:36])[cH:35]1.[CH2:39]([N+:40]([CH2:41][CH2:42][CH2:43][CH3:44])([CH2:45][CH2:46][CH2:47][CH3:48])[CH2:49][CH2:50][CH2:51][CH3:52])[CH2:53][CH2:54][CH3:55].[CH2:56]1[O:57][CH2:58][CH2:59][CH2:60]1.[F-:38]>>[CH2:1]([c:2]1[cH:3][cH:4][cH:5][cH:6][cH:7]1)[O:8][c:9]1[cH:10][c:11]([Cl:37])[c:12]([CH2:13][CH:14]2[C:15](=[O:33])[N:16]([CH:19]3[CH2:20][CH2:21][CH:22]([OH:25])[CH2:23][CH2:24]3)[CH2:17][CH2:18]2)[c:34]([Cl:36])[cH:35]1. The reactants are ClCC(=O)NC (2-chloro-N-methyl acetamide), [H-].[Na+] (NaH), oil, C(C1=CC=CC=C1)OC1=C(C(=O)NC2=CC=C(C=C2)F)C=C(C(=C1)OCC1=CC=CC=C1)C(=C)C (2,4-Bis-benzyloxy-N-(4-fluoro-phenyl)-5-isopropenyl-benzamide). The solvent is CN(C)C=O (DMF), CCOC(=O)C (EtOAc), O (water). Reaction conditions: time 15 minute. The product is C(C1=CC=CC=C1)OC1=C(C(=O)N(CC(NC)=O)C2=CC=C(C=C2)F)C=C(C(=C1)OCC1=CC=CC=C1)C(=C)C (2,4-bis-benzyloxy-N-(4-fluoro-phenyl)-5-isopropenyl-N-methylcarbamoylmethyl-benzamide). Isolated yield 116.0%. As a reaction SMILES: [CH2:1]([O:8][C:9]1[CH:24]=[C:23]([O:25][CH2:26][C:27]2[CH:32]=[CH:31][CH:30]=[CH:29][CH:28]=2)[C:22]([C:33]([CH3:35])=[CH2:34])=[CH:21][C:10]=1[C:11]([NH:13][C:14]1[CH:19]=[CH:18][C:17]([F:20])=[CH:16][CH:15]=1)=[O:12])[C:2]1[CH:7]=[CH:6][CH:5]=[CH:4][CH:3]=1.[H-].[Na+].Cl[CH2:39][C:40]([NH:42][CH3:43])=[O:41]>CN(C=O)C.CCOC(C)=O.O>[CH2:1]([O:8][C:9]1[CH:24]=[C:23]([O:25][CH2:26][C:27]2[CH:32]=[CH:31][CH:30]=[CH:29][CH:28]=2)[C:22]([C:33]([CH3:35])=[CH2:34])=[CH:21][C:10]=1[C:11]([N:13]([C:14]1[CH:19]=[CH:18][C:17]([F:20])=[CH:16][CH:15]=1)[CH2:39][C:40](=[O:41])[NH:42][CH3:43])=[O:12])[C:2]1[CH:3]=[CH:4][CH:5]=[CH:6][CH:7]=1 |f:1.2|. Reported procedure: 2,4-Bis-benzyloxy-N-(4-fluoro-phenyl)-5-isopropenyl-benzamide (0.1 g, 0.21 mmol) [Using method A2 from (2,4-bis-benzyloxy-5-isopropenyl)-benzoic acid (Preparation B5) and 4-fluoro-aniline] was dissolved in DMF (1 ml), treated with 60% NaH in mineral oil (13 mg, 1.5 eq) and stirred at room temperature for 15 min. 2-chloro-N-methyl acetamide (33 mg, 0.12 mmol) was added and the reaction stirred for a further 60 minutes, then diluted with EtOAc and water. The EtOAc layer was separated, washed with ... Reaction SMILES: [C:31]([O-:32])(=[O:33])[O-:34].[CH2:1]([CH2:2][CH2:3][CH3:4])[C:5]1([CH2:27][CH2:28][CH2:29][CH3:30])[CH2:6][S:7][c:8]2[c:9]([cH:20][c:21]([Br:26])[c:22]([O:24][CH3:25])[cH:23]2)[N:10]([c:13]2[cH:14][cH:15][c:16]([Cl:19])[cH:17][cH:18]2)[C:11]1=[O:12].[Cl:37][c:38]1[cH:39][c:40]([C:44]([O:45][OH:46])=[O:47])[cH:41][cH:42][cH:43]1.[Cl:54][CH2:55][Cl:56].[K+:35].[K+:36].[Na+:52].[O-:48][C:49]([OH:50])=[O:51].[OH2:53]>>[CH2:1]([CH2:2][CH2:3][CH3:4])[C:5]1([CH2:27][CH2:28][CH2:29][CH3:30])[CH2:6][S:7](=[O:32])(=[O:53])[c:8]2[c:9]([cH:20][c:21]([Br:26])[c:22]([O:24][CH3:25])[cH:23]2)[N:10]([c:13]2[cH:14][cH:15][c:16]([Cl:19])[cH:17][cH:18]2)[C:11]1=[O:12]. Yields the product CCCCC1(CCCC)CS(=O)(=O)c2cc(OC)c(Br)cc2N(c2ccc(Cl)cc2)C1=O. Starting materials: O=C([O-])[O-], CCCCC1(CCCC)CSc2cc(OC)c(Br)cc2N(c2ccc(Cl)cc2)C1=O, O=C(OO)c1cccc(Cl)c1, ClCCl, [K+], [K+], [Na+], O=C([O-])O, O. Starting materials: BrC1=NC(=CC=C1)C1=CC=CC=C1 (2-Bromo-6-phenylpyridine), C(CCC)[Sn](C1=CN=C2N1C=CC(=N2)C(F)(F)F)(CCCC)CCCC (3-tributylstannyl-7-trifluoromethylimidazo[1,2-α]pyrimidine). Yields the product C1(=CC=CC=C1)C1=CC=CC(=N1)C1=CN=C2N1C=CC(=N2)C(F)(F)F (3-(6-phenylpyridin-2-yl)-7-trifluoromethylimidazo[1,2-α]pyrimidine). The yield is 34.4%. Reaction SMILES: Br[C:2]1[CH:7]=[CH:6][CH:5]=[C:4]([C:8]2[CH:13]=[CH:12][CH:11]=[CH:10][CH:9]=2)[N:3]=1.C([Sn](CCCC)(CCCC)[C:19]1[N:23]2[CH:24]=[CH:25][C:26]([C:28]([F:31])([F:30])[F:29])=[N:27][C:22]2=[N:21][CH:20]=1)CCC>>[C:8]1([C:4]2[N:3]=[C:2]([C:19]3[N:23]4[CH:24]=[CH:25][C:26]([C:28]([F:29])([F:30])[F:31])=[N:27][C:22]4=[N:21][CH:20]=3)[CH:7]=[CH:6][CH:5]=2)[CH:13]=[CH:12][CH:11]=[CH:10][CH:9]=1. Procedure details: 2-Bromo-6-phenylpyridine (0.17 g, 0.7 mmol) was coupled to 3-tributylstannyl-7-trifluoromethylimidazo[1,2-α]pyrimidine (0.9 mmol) by the method of Example 1. Purification by chromatography on silica gel eluting with dichloromethane on a gradient of methanol (0-10%) and trituration with ethyl acetate gave 3-(6-phenylpyridin-2-yl)-7-trifluoromethylimidazo[1,2-α]pyrimidine (82 mg) as a pale yellow solid: δH (400 MHz, CDCl3) 7.39 (1H, d, J 7), 7.53 (3H, m), 7.70 (1H, d, J 8), 7.78 (1H, d, J 8), 7.91... The reactants are C(C1=CC=CC=C1)OC1=C(C=CC=C1)C(C(=O)OC)=CO (methyl 2-(2'-benzyloxyphenyl)-3-hydroxyacrylate), S(=O)(=O)(OC)OC (Dimethyl sulphate), O (water), C([O-])([O-])=O.[K+].[K+] (potassium carbonate). The solvent is CN(C)C=O (DMF), CN(C)C=O (DMF). The product is C(C1=CC=CC=C1)OC1=C(C=CC=C1)/C(/C(=O)OC)=C\OC ((E)-methyl 2-(2'-benzyloxyphenyl)-3-methoxyacrylate), C(C1=CC=CC=C1)OC1=C(C=CC=C1)CC(=O)OC (methyl 2-benzyloxyphenylacetate). As a reaction SMILES: [CH2:1]([O:8][C:9]1[CH:14]=[CH:13][CH:12]=[CH:11][C:10]=1[C:15](=[CH:20][OH:21])[C:16]([O:18][CH3:19])=[O:17])[C:2]1[CH:7]=[CH:6][CH:5]=[CH:4][CH:3]=1.[C:22](=O)([O-])[O-].[K+].[K+].S(OC)(OC)(=O)=O.O>CN(C=O)C>[CH2:1]([O:8][C:9]1[CH:14]=[CH:13][CH:12]=[CH:11][C:10]=1/[C:15](=[CH:20]\[O:21][CH3:22])/[C:16]([O:18][CH3:19])=[O:17])[C:2]1[CH:7]=[CH:6][CH:5]=[CH:4][CH:3]=1.[CH2:1]([O:8][C:9]1[CH:14]=[CH:13][CH:12]=[CH:11][C:10]=1[CH2:15][C:16]([O:18][CH3:19])=[O:17])[C:2]1[CH:3]=[CH:4][CH:5]=[CH:6][CH:7]=1 |f:1.2.3|. Procedure details: The crude methyl 2-(2'-benzyloxyphenyl)-3-hydroxyacrylate was dissolved in dry DMF (100 ml) and potassium carbonate (29.0 g) was added in one portion. Dimethyl sulphate (16.00 g) in dry DMF (10 ml) was then added dropwise with stirring. After ninety minutes, water (300 ml) was added and the solution was extracted with ether (2×300 ml). After washing with water (3×150 ml) and brine, the extracts were dried and concentrated under reduced pressure, and the resulting yellow oil solidified on tritura... Reactants: BrC1=C(C=CC=C1)C(CC#N)=O (3-(2-bromophenyl)-3-oxopropanenitrile), [Na] (sodium), CS(=O)(=O)O (methanesulfonic acid), N1[C@H](C(=O)O)CCC1 (L-proline), [OH-].[Na+] (sodium hydroxide). Reagents/catalysts: [Cu](I)I (copper iodide). Solvent: O (Water), CS(=O)C (DMSO). Run at temperature 60 celsius, time 1 hour. Yields the product CS(=O)(=O)C1=C(C=CC=C1)C(CC#N)=O (3-(2-(methylsulfonyl)phenyl)-3-oxopropanenitrile). As a reaction SMILES: Br[C:2]1[CH:7]=[CH:6][CH:5]=[CH:4][C:3]=1[C:8](=[O:12])[CH2:9][C:10]#[N:11].[Na].[CH3:14][S:15](O)(=[O:17])=[O:16].N1CCC[C@H]1C(O)=O.[OH-].[Na+]>CS(C)=O.[Cu](I)I.O>[CH3:14][S:15]([C:2]1[CH:7]=[CH:6][CH:5]=[CH:4][C:3]=1[C:8](=[O:12])[CH2:9][C:10]#[N:11])(=[O:17])=[O:16] |f:4.5,^1:12|. Procedure: To a solution of 3-(2-bromophenyl)-3-oxopropanenitrile (15 g, 66.94 mmol) in DMSO (267 mL) were added sodium salt of methanesulfonic acid (13.6 g, 138.89 mmol), copper iodide (6.3 g, 33.47 mmol), L-proline (3.8 g, 33.47 mmol) and sodium hydroxide (1.3 g, 33.47 mmol) at 25° C. The reaction mixture was stirred for 1 h at 60° C. Water was added to the reaction mixture at 25° C. and extracted with EtOAc. The organic layer was dried over Na2SO4 and concentrated in vacuo. The residue was purified by c... The reactants are O (Water), [N+](=O)([O-])C=1C=C(N)C=CC1 (3-nitroaniline), CN1N=C(C=C1C(=O)Cl)C (1,3-dimethyl-1H-pyrazole-5-carbonylchloride). Run in CN(C(C)=O)C (N,N-dimethylacetamide), CN(C(C)=O)C (N,N-dimethylacetamide). Run at time 30 minute. The product is CN1N=C(C=C1C(=O)NC1=CC(=CC=C1)[N+](=O)[O-])C (1,3-dimethyl-N-(3-nitrophenyl)-1H-pyrazole-5-carboxamide). The yield is 98.6%. Reaction SMILES: [N+:1]([C:4]1[CH:5]=[C:6]([CH:8]=[CH:9][CH:10]=1)[NH2:7])([O-:3])=[O:2].[CH3:11][N:12]1[C:16]([C:17](Cl)=[O:18])=[CH:15][C:14]([CH3:20])=[N:13]1.O>CN(C)C(=O)C>[CH3:11][N:12]1[C:16]([C:17]([NH:7][C:6]2[CH:8]=[CH:9][CH:10]=[C:4]([N+:1]([O-:3])=[O:2])[CH:5]=2)=[O:18])=[CH:15][C:14]([CH3:20])=[N:13]1. Reported procedure: To a solution of 3-nitroaniline (1.0 g, 7.2 mmol) in N,N-dimethylacetamide (6 mL) was added a solution of 1,3-dimethyl-1H-pyrazole-5-carbonylchloride (1260 mg, 8.0 mmol) in N,N-dimethylacetamide (2 mL), and the mixture was stirred at room temperature for 30 min. Water (200 mL) was added to the mixture under ice-cooling, and the mixture was filtrated. The obtained solid was washed with water and diethyl ether to give 1,3-dimethyl-N-(3-nitrophenyl)-1H-pyrazole-5-carboxamide (1850 mg, 7.1 mmol). To... Starting materials: BrC=1C=CC(=NC1OCC1OCCC1)C(=O)O (5-bromo-6-(tetrahydro-furan-2-ylmethoxy)-pyridine-2-carboxylic acid), N[C@H](C(=O)NC)C(C)(C)C ((2S)-2-amino-N,3,3-trimethyl-butanamide). The product is CC([C@@H](C(NC)=O)NC(=O)C1=NC(=C(C=C1)Br)OCC1OCCC1)(C)C (5-Bromo-6-(tetrahydro-furan-2-ylmethoxy)-pyridine-2-carboxylic acid ((S)-2,2-dimethyl-1-methylcarbamoyl-propyl)-amide). Reaction SMILES: [Br:1][C:2]1[CH:3]=[CH:4][C:5]([C:15]([OH:17])=O)=[N:6][C:7]=1[O:8][CH2:9][CH:10]1[CH2:14][CH2:13][CH2:12][O:11]1.[NH2:18][C@@H:19]([C:24]([CH3:27])([CH3:26])[CH3:25])[C:20]([NH:22][CH3:23])=[O:21]>>[CH3:25][C:24]([CH3:27])([CH3:26])[C@H:19]([NH:18][C:15]([C:5]1[CH:4]=[CH:3][C:2]([Br:1])=[C:7]([O:8][CH2:9][CH:10]2[CH2:14][CH2:13][CH2:12][O:11]2)[N:6]=1)=[O:17])[C:20](=[O:21])[NH:22][CH3:23]. Procedure: The title compound was synthesized in analogy to Example 1, using 5-bromo-6-(tetrahydro-furan-2-ylmethoxy)-pyridine-2-carboxylic acid (Example 166 a) and (2S)-2-amino-N,3,3-trimethyl-butanamide, (CAN 89226-12-0) as starting materials, MS (EI): m/e=428.0 [M+H]+. Starting materials: C(C)(C)(C)OC(=O)NC1CN(CC1)S(=O)(=O)C=1C=2C(=CN=C(C2C=CC1)OC)Br ((R/S)-3-(tert-Butoxycarbonylamino)-1-(4-bromo-1-methoxy-5-isoquinolinesulfonyl)-pyrrolidine), Cl.CO (hydrogen chloride methanol). Reaction conditions: temperature 50 celsius, time 50 hour. Product: NC1CN(CC1)S(=O)(=O)C=1C=2C(=CN=C(C2C=CC1)O)Br ((R/S)-3-Amino-1-(1-hydroxy-4-bromo-5-isoquinolinesulfonyl)pyrrolidine), Cl (hydrochloride). Reaction SMILES: C(OC([NH:8][CH:9]1[CH2:13][CH2:12][N:11]([S:14]([C:17]2[C:18]3[C:19]([Br:29])=[CH:20][N:21]=[C:22]([O:27]C)[C:23]=3[CH:24]=[CH:25][CH:26]=2)(=[O:16])=[O:15])[CH2:10]1)=O)(C)(C)C.[ClH:30].CO>>[NH2:8][CH:9]1[CH2:13][CH2:12][N:11]([S:14]([C:17]2[C:18]3[C:19]([Br:29])=[CH:20][N:21]=[C:22]([OH:27])[C:23]=3[CH:24]=[CH:25][CH:26]=2)(=[O:15])=[O:16])[CH2:10]1.[ClH:30] |f:1.2|. Reported procedure: Intermediate 4 (25 mg) obtained in Example 6, Step B is added with 10% hydrogen chloride/methanol (10 ml), and the mixture is stirred at 50° C. for 50 hours. The solvent is evaporated under reduced pressure to obtain the title compound as hydrochloride (13 mg (predictive yield)).